Dataset: the Open Reaction Database (ORD), a public repository of structured organic reaction records. Task: describe an organic reaction: reactants, conditions, products, and yield Starting materials: [Al+3], Cc1cc(=O)oc2cc(O)ccc12, CC(=O)Cl, [Cl-], [Cl-], [Cl-], [Cl-], Cl, [Na+], O. Yields the product CC(=O)c1c(O)ccc2c(C)cc(=O)oc12. Reaction SMILES: [Al+3:15].[CH3:1][c:2]1[cH:3][c:4](=[O:13])[o:5][c:6]2[cH:7][c:8]([OH:12])[cH:9][cH:10][c:11]12.[CH3:21][C:22]([Cl:23])=[O:24].[Cl-:14].[Cl-:16].[Cl-:17].[Cl-:19].[ClH:20].[Na+:18].[OH2:25]>>[CH3:1][c:2]1[cH:3][c:4](=[O:13])[o:5][c:6]2[c:7]([C:22]([CH3:21])=[O:24])[c:8]([OH:12])[cH:9][cH:10][c:11]12.